This data is from the Open Reaction Database (ORD), a public repository of structured organic reaction records. The task is: describe an organic reaction: reactants, conditions, products, and yield Starting materials: ON=C(C(=O)OCC)C(=O)C (ethyl 2-hydroxyiminoacetoacetate), C(=O)(Cl)Cl (phosgene), C1=CC=CC=C1 (benzene), C1=CC=CC=C1 (benzene), C1=CC=CC=C1 (benzene), resultant solution, ClC(=O)ON=C(C(=O)OCC)C(=O)C (ethyl 2-chlorocarbonyloxyiminoacetoacetate). Solvent: O (water), N1=CC=CC=C1 (pyridine), C(C)(C)(C)O (tert-butyl alcohol), N1=CC=CC=C1 (pyridine). Conditions: time 1 hour. The product is C(C)(C)(C)OC(=O)ON=C(C(=O)OCC)C(=O)C (ethyl 2-tert-butoxycarbonyloxyiminoacetoacetate). RXN SMILES: [OH:1][N:2]=[C:3]([C:9]([CH3:11])=[O:10])[C:4]([O:6][CH2:7][CH3:8])=[O:5].[C:12](Cl)(Cl)=[O:13].ClC(ON=[C:21]([C:27]([CH3:29])=[O:28])C(OCC)=O)=O.[CH:30]1C=CC=CC=1>O.N1C=CC=CC=1.C(O)(C)(C)C>[C:27]([O:28][C:12]([O:1][N:2]=[C:3]([C:9]([CH3:11])=[O:10])[C:4]([O:6][CH2:7][CH3:8])=[O:5])=[O:13])([CH3:29])([CH3:30])[CH3:21]. Procedure: A solution of ethyl 2-hydroxyiminoacetoacetate (3.98 g.) and pyridine (1.98 g.) in benzene (25 ml.) was dropwise added to a solution of phosgene (2.48 g.) in benzene (30 ml.) over 30 minutes at 4° to 5° C. After stirring for 1 hour at the same temperature, the mixture was stirred for 1 hour at room temperature and allowed to stand overnight. To the resultant solution containing ethyl 2-chlorocarbonyloxyiminoacetoacetate was dropwise added, over 30 minutes at 5° to 7° C, a solution of tert-butyl ... Reactants: [H-].[Al+3].[Li+].[H-].[H-].[H-] (lithium aluminum hydride), C1=CC=CC2=C1C(NC1=C(O2)C=CC=C1)=O (10,11-dihydrodibenz[b,f][1,4]oxazepin-11-one). Solvent: C(C)OCC (diethyl ether). Conditions: time 8 hour. Yields the product C1=CC=CC2=C1CNC1=C(O2)C=CC=C1 (10,11-dihydrodibenz[b,f][1,4]oxazepine). Yield: 96.1%. As a reaction SMILES: [H-].[Al+3].[Li+].[H-].[H-].[H-].[CH:7]1[C:12]2[C:13](=O)[NH:14][C:15]3[CH:21]=[CH:20][CH:19]=[CH:18][C:16]=3[O:17][C:11]=2[CH:10]=[CH:9][CH:8]=1>C(OCC)C>[CH:7]1[C:12]2[CH2:13][NH:14][C:15]3[CH:21]=[CH:20][CH:19]=[CH:18][C:16]=3[O:17][C:11]=2[CH:10]=[CH:9][CH:8]=1 |f:0.1.2.3.4.5|. Procedure details: In a dry 250 ml three-necked flask equipped with reflux condenser and thermometer, lithium aluminum hydride (1.8 g, 0.047 mol) was suspended in dry diethyl ether (75 ml) under a nitrogen atmosphere. Cautiously, 10,11-dihydrodibenz[b,f][1,4]oxazepin-11-one (5.0 g, 0.024 mol) was added in portions. The mixture was heated at reflux temperature for 5 hours, cooled to room temperature and left stirring overnight. The reaction mixture was quenched by cautious addition of water (1.8 ml), 4N sodium hydr... Reactants: C(C)(C)N1C(=NC=C1)CSC1=CC=C(N)C=C1 (4-[[(1-isopropylimidazol-2-yl)methyl]sulfanyl]aniline), C(CCC)OCCOC1=CC=C(C=C1)C=1C=CC2=C(C=C(CCN2CC(C)C)C(=O)O)C1 (7-[4-(2-butoxyethoxy)phenyl]-1-isobutyl-2,3-dihydro-1-benzazepine-4-carboxylic acid), CN(C)C=O (DMF), S(=O)(Cl)Cl (thionyl chloride). Run in O1CCCC1 (tetrahydrofuran), C(C)N(CC)CC (triethylamine), O1CCCC1 (tetrahydrofuran), O (water). Reaction conditions: time 1 hour. The product is C(CCC)OCCOC1=CC=C(C=C1)C=1C=CC2=C(C=C(CCN2CC(C)C)C(=O)NC2=CC=C(C=C2)SCC=2N(C=CN2)C(C)C)C1 (7-[4-(2-butoxyethoxy)phenyl]-1-isobutyl-N-[4-[[(1-isopropylimidazol-2-yl)methyl]sulfanyl]phenyl]-2,3-dihydro-1-benzazepine-4-carboxamide). The yield is 39.1%. RXN SMILES: [CH2:1]([O:5][CH2:6][CH2:7][O:8][C:9]1[CH:14]=[CH:13][C:12]([C:15]2[CH:16]=[CH:17][C:18]3[N:24]([CH2:25][CH:26]([CH3:28])[CH3:27])[CH2:23][CH2:22][C:21]([C:29]([OH:31])=O)=[CH:20][C:19]=3[CH:32]=2)=[CH:11][CH:10]=1)[CH2:2][CH2:3][CH3:4].CN(C=O)C.S(Cl)(Cl)=O.[CH:42]([N:45]1[CH:49]=[CH:48][N:47]=[C:46]1[CH2:50][S:51][C:52]1[CH:58]=[CH:57][C:55]([NH2:56])=[CH:54][CH:53]=1)([CH3:44])[CH3:43]>O1CCCC1.O.C(N(CC)CC)C>[CH2:1]([O:5][CH2:6][CH2:7][O:8][C:9]1[CH:14]=[CH:13][C:12]([C:15]2[CH:16]=[CH:17][C:18]3[N:24]([CH2:25][CH:26]([CH3:27])[CH3:28])[CH2:23][CH2:22][C:21]([C:29]([NH:56][C:55]4[CH:57]=[CH:58][C:52]([S:51][CH2:50][C:46]5[N:45]([CH:42]([CH3:44])[CH3:43])[CH:49]=[CH:48][N:47]=5)=[CH:53][CH:54]=4)=[O:31])=[CH:20][C:19]=3[CH:32]=2)=[CH:11][CH:10]=1)[CH2:2][CH2:3][CH3:4]. Procedure details: To a solution of 7-[4-(2-butoxyethoxy)phenyl]-1-isobutyl-2,3-dihydro-1-benzazepine-4-carboxylic acid (700 mg) in tetrahydrofuran (15 ml) was added one droplet of DMF. Then, to the solution was added thionyl chloride (0.15 ml) at 0° C., and the mixture was allowed to be at room temperature and stirred for 1 hour under nitrogen atmosphere. This solution was added to a solution of 4-[[(1-isopropylimidazol-2-yl)methyl]sulfanyl]aniline (515 mg) and triethylamine (5.8 ml) in tetrahydrofuran (15 ml) at... The reactants are Cl (hydrochloric acid), CN(C=O)C (N,N-dimethylformamide), ClCC(C(=O)C1=CC=C(CC=2C=NC=CC2)C=C1)C (3-[p-(3-chloro-2-methylpropionyl)benzyl]pyridine), CC(C)([O-])C.[K+] (potassium tert-butoxide). Solvent: C(CO)O (ethylene glycol), O (water). Product: OCCOCC(C(=O)C1=CC=C(CC=2C=NC=CC2)C=C1)C (3-[p-[3-(2-hydroxyethyl)oxy-2-methylpropionyl]benzyl]pyridine). Yield: 85.8%. As a reaction SMILES: C[C:2]([CH3:5])([O-:4])C.[K+].CN(C)C=[O:10].Cl[CH2:13][CH:14]([CH3:30])[C:15]([C:17]1[CH:29]=[CH:28][C:20]([CH2:21][C:22]2[CH:23]=[N:24][CH:25]=[CH:26][CH:27]=2)=[CH:19][CH:18]=1)=[O:16].Cl>C(O)CO.O>[OH:4][CH2:2][CH2:5][O:10][CH2:13][CH:14]([CH3:30])[C:15]([C:17]1[CH:29]=[CH:28][C:20]([CH2:21][C:22]2[CH:23]=[N:24][CH:25]=[CH:26][CH:27]=2)=[CH:19][CH:18]=1)=[O:16] |f:0.1|. Procedure: In 50 ml of ethylene glycol was dissolved 5.0 g of potassium tert-butoxide, and a mixed solution of 6 ml of N,N-dimethylformamide and 5.0 g of 3-[p-(3-chloro-2-methylpropionyl)benzyl]pyridine was added in small portions to the above solution with ice-cooling, after which the resulting mixture was subjected to reaction at the same temperature for 2 hours, and then neutralized with 9 ml of 2N hydrochloric acid and diluted with 50 ml of water. The resulting mixture was extracted with two 50-ml port...